This data is from the Open Reaction Database (ORD), a public repository of structured organic reaction records. The task is: describe an organic reaction: reactants, conditions, products, and yield The reactants are Cc1oc(-c2ccc(Br)cc2)nc1CCN1CCC(F)C1, O=C([O-])[O-], CS(=O)(=O)c1ccc(B(O)O)cc1, CC#N, [K+], [K+], CC(=O)[O-], CC(=O)[O-], O, [Pd+2], c1ccc(P(c2ccccc2)c2ccccc2)cc1. The product is Cc1oc(-c2ccc(-c3ccc(S(C)(=O)=O)cc3)cc2)nc1CCN1CCC(F)C1. RXN SMILES: [Br:33][c:34]1[cH:35][cH:36][c:37](-[c:40]2[o:41][c:42]([CH3:53])[c:43]([CH2:45][CH2:46][N:47]3[CH2:48][CH:49]([F:52])[CH2:50][CH2:51]3)[n:44]2)[cH:38][cH:39]1.[C:54](=[O:55])([O-:56])[O-:57].[CH3:20][S:21](=[O:22])(=[O:23])[c:24]1[cH:25][cH:26][c:27]([B:30]([OH:31])[OH:32])[cH:28][cH:29]1.[CH3:70][C:71]#[N:72].[K+:58].[K+:59].[O-:61][C:62]([CH3:63])=[O:64].[O-:65][C:66]([CH3:67])=[O:68].[OH2:69].[Pd+2:60].[c:1]1([P:2]([c:3]2[cH:4][cH:5][cH:6][cH:7][cH:8]2)[c:9]2[cH:10][cH:11][cH:12][cH:13][cH:14]2)[cH:15][cH:16][cH:17][cH:18][cH:19]1>>[CH3:20][S:21](=[O:22])(=[O:23])[c:24]1[cH:25][cH:26][c:27](-[c:34]2[cH:35][cH:36][c:37](-[c:40]3[o:41][c:42]([CH3:53])[c:43]([CH2:45][CH2:46][N:47]4[CH2:48][CH:49]([F:52])[CH2:50][CH2:51]4)[n:44]3)[cH:38][cH:39]2)[cH:28][cH:29]1. The reactants are [C+4], Cc1ccc(CC2CN(Cc3ccccc3)CCN2C(=O)OC(C)(C)C)cc1C, CO, [OH-], [OH-], [OH-], [OH-], [OH-], [OH-], [Pd+2]. Yields the product Cc1ccc(CC2CNCCN2C(=O)OC(C)(C)C)cc1C. As a reaction SMILES: [C+4:32].[CH2:1]([c:2]1[cH:3][cH:4][cH:5][cH:6][cH:7]1)[N:8]1[CH2:9][CH:10]([CH2:21][c:22]2[cH:23][c:24]([CH3:29])[c:25]([CH3:28])[cH:26][cH:27]2)[N:11]([C:14](=[O:15])[O:16][C:17]([CH3:18])([CH3:19])[CH3:20])[CH2:12][CH2:13]1.[CH3:30][OH:31].[OH-:33].[OH-:35].[OH-:36].[OH-:37].[OH-:38].[OH-:39].[Pd+2:34]>>[NH:8]1[CH2:9][CH:10]([CH2:21][c:22]2[cH:23][c:24]([CH3:29])[c:25]([CH3:28])[cH:26][cH:27]2)[N:11]([C:14](=[O:15])[O:16][C:17]([CH3:18])([CH3:19])[CH3:20])[CH2:12][CH2:13]1. Reactants: C(C)OC1=C(C#N)C=C(C=C1)O (Ethoxy-5-hydroxybenzonitrile), C([O-])([O-])=O.[K+].[K+] (potassium carbonate), C(C=C)Br (allyl bromide). Run in CC(=O)C (acetone). The product is C(C=C)OC=1C=CC(=C(C#N)C1)OCC (5-Allyloxy-2-ethoxybenzonitrile). As a reaction SMILES: [CH2:1]([O:3][C:4]1[CH:11]=[CH:10][C:9]([OH:12])=[CH:8][C:5]=1[C:6]#[N:7])[CH3:2].C(=O)([O-])[O-].[K+].[K+].[CH2:19](Br)[CH:20]=[CH2:21]>CC(C)=O>[CH2:21]([O:12][C:9]1[CH:10]=[CH:11][C:4]([O:3][CH2:1][CH3:2])=[C:5]([CH:8]=1)[C:6]#[N:7])[CH:20]=[CH2:19] |f:1.2.3|. Reported procedure: 25 g of 2-ethoxy-5-hydroxybenzonitrile (153.2 mmol) (example 36A) and potassium carbonate (63.52 g, 459.6 mmol) are initially charged in 750 ml of acetone, 19.9 ml of allyl bromide (229.8 mmol) are added, and the mixture is stirred under reflux overnight. The mixture is filtered off and concentrated giving a mobile orange oil. Starting materials: CO, ClCCl, O=[N+]([O-])c1cc2cn[nH]c2cc1F, [H][H]. Product: Nc1cc2cn[nH]c2cc1F. Reaction SMILES: [CH3:19][OH:20].[Cl:14][CH2:15][Cl:16].[F:1][c:2]1[c:3]([N+:11]([O-:12])=[O:13])[cH:4][c:5]2[cH:6][n:7][nH:8][c:9]2[cH:10]1.[H:17][H:18]>>[F:1][c:2]1[c:3]([NH2:11])[cH:4][c:5]2[cH:6][n:7][nH:8][c:9]2[cH:10]1. Reactants: NCCC(C(=O)OC(C)(C)C)C1(C(N(CC1)CCC1=CC=CC=C1)=O)CC(C)C (tert-butyl α-(2-aminoethyl)-3-(2-methylpropyl)-2-oxo-1-(2-phenylethyl)-3-pyrrolidineacetate), C(C)(C)N(CC)C(C)C (diisopropylethylamine), FC=1C=C(C(=O)Cl)C=CC1F (3,4-difluorobenzoyl chloride). Solvent: C(Cl)Cl (CH2Cl2). Run at temperature 0 celsius, time 16 hour. The product is FC=1C=C(C(=O)NCCC(C(=O)OC(C)(C)C)C2(C(N(CC2)CCC2=CC=CC=C2)=O)CC(C)C)C=CC1F (tert-Butyl α-[2-[(3,4-Difluorobenzoyl)amino]ethyl]-3-(2-methylpropyl)-2-oxo-1-(2-phenylethyl)-3-pyrrolidineacetate). Yield: 64.6%. As a reaction SMILES: [NH2:1][CH2:2][CH2:3][CH:4]([C:12]1([CH2:26][CH:27]([CH3:29])[CH3:28])[CH2:16][CH2:15][N:14]([CH2:17][CH2:18][C:19]2[CH:24]=[CH:23][CH:22]=[CH:21][CH:20]=2)[C:13]1=[O:25])[C:5]([O:7][C:8]([CH3:11])([CH3:10])[CH3:9])=[O:6].C(N(C(C)C)CC)(C)C.[F:39][C:40]1[CH:41]=[C:42]([CH:46]=[CH:47][C:48]=1[F:49])[C:43](Cl)=[O:44]>C(Cl)Cl>[F:39][C:40]1[CH:41]=[C:42]([CH:46]=[CH:47][C:48]=1[F:49])[C:43]([NH:1][CH2:2][CH2:3][CH:4]([C:12]1([CH2:26][CH:27]([CH3:29])[CH3:28])[CH2:16][CH2:15][N:14]([CH2:17][CH2:18][C:19]2[CH:20]=[CH:21][CH:22]=[CH:23][CH:24]=2)[C:13]1=[O:25])[C:5]([O:7][C:8]([CH3:11])([CH3:10])[CH3:9])=[O:6])=[O:44]. Reported procedure: To a solution of tert-butyl α-(2-aminoethyl)-3-(2-methylpropyl)-2-oxo-1-(2-phenylethyl)-3-pyrrolidineacetate (549 mg, 1.36 mmol), CH2Cl2 (8.4 mL), and diisopropylethylamine (0.29 ml, 1.6 mmol) at 0° C. is added 3,4-difluorobenzoyl chloride (0.21 mL, 1.6 mmol). The solution is stirred at 0° C. for 1 hour and 16 hours at room temperature. Basic workup (CH2Cl2, NaHCO3, MgSO4) and purification by flash chromatography (1:1 hexane:EtOAc) gives 477 mg (64%) of the title compound as a white solid (mp 14... The reactants are C(C)(C)OC(NC1=CC=C(C=C1)C=1N(C2=CC(=CC=C2C1C#N)OCC1OC1)C1CCC1)=O ([4-(3-cyano-1-cyclobutyl-6-oxiranylmethoxy-1H-indol-2-yl)-phenyl]-carbamic acid isopropyl ester), [Na] (sodium), N1N=CN=C1 (1,2,4-triazole). Run in CN(C)C=O (DMF). Reaction conditions: temperature 60 celsius, time 8 hour. Product: C(C)(C)OC(NC1=CC=C(C=C1)C=1N(C2=CC(=CC=C2C1C#N)OCC(CN1N=CN=C1)O)C1CCC1)=O ({4-[3-Cyano-1-cyclobutyl-6-(2-hydroxy-3-[1,2,4]triazol-1-yl-propoxy)-1H-indol-2-yl]-phenyl}-carbamic acid isopropyl ester). The yield is 62.6%. As a reaction SMILES: [CH:1]([O:4][C:5](=[O:33])[NH:6][C:7]1[CH:12]=[CH:11][C:10]([C:13]2[N:14]([CH:29]3[CH2:32][CH2:31][CH2:30]3)[C:15]3[C:20]([C:21]=2[C:22]#[N:23])=[CH:19][CH:18]=[C:17]([O:24][CH2:25][CH:26]2[CH2:28][O:27]2)[CH:16]=3)=[CH:9][CH:8]=1)([CH3:3])[CH3:2].[Na].[NH:35]1[CH:39]=[N:38][CH:37]=[N:36]1>CN(C=O)C>[CH:1]([O:4][C:5](=[O:33])[NH:6][C:7]1[CH:12]=[CH:11][C:10]([C:13]2[N:14]([CH:29]3[CH2:30][CH2:31][CH2:32]3)[C:15]3[C:20]([C:21]=2[C:22]#[N:23])=[CH:19][CH:18]=[C:17]([O:24][CH2:25][CH:26]([OH:27])[CH2:28][N:35]2[CH:39]=[N:38][CH:37]=[N:36]2)[CH:16]=3)=[CH:9][CH:8]=1)([CH3:2])[CH3:3] |^1:33|. Procedure: To a solution of [4-(3-cyano-1-cyclobutyl-6-oxiranylmethoxy-1H-indol-2-yl)-phenyl]-carbamic acid isopropyl ester (40 mg, 0.09 mmole) in DMF (1 mL) is added the sodium salt of 1,2,4-triazole (30 mg). The resulting mixture is stirred at 60° C. overnight. The solvent is removed under reduced pressure and the residue is diluted with ethyl acetate and then washed with water. The organic layer is concentrated and triturated with hexane. The precipitate is collected by filtration and washed well with 1... Starting materials: NC1=C(C=CC(=C1)[N+](=O)[O-])O (2-amino-4-nitrophenol), [N+](=O)([O-])C1=CC=C(C=C1)C1=CC=C(O1)C=O (5-(4-nitrophenyl)furan-2-carbaldehyde). Yields the product [N+](=O)([O-])C1=CC(=C(C=C1)O)N=CC=1OC(=CC1)C1=CC=C(C=C1)[N+](=O)[O-] (4-nitro-2-{[5-(4-nitrophenyl)furan-2-yl]methyleneamino}phenol), powder. Yield: 97.0%. RXN SMILES: [NH2:1][C:2]1[CH:7]=[C:6]([N+:8]([O-:10])=[O:9])[CH:5]=[CH:4][C:3]=1[OH:11].[N+:12]([C:15]1[CH:20]=[CH:19][C:18]([C:21]2[O:25][C:24]([CH:26]=O)=[CH:23][CH:22]=2)=[CH:17][CH:16]=1)([O-:14])=[O:13]>>[N+:8]([C:6]1[CH:5]=[CH:4][C:3]([OH:11])=[C:2]([N:1]=[CH:26][C:24]2[O:25][C:21]([C:18]3[CH:19]=[CH:20][C:15]([N+:12]([O-:14])=[O:13])=[CH:16][CH:17]=3)=[CH:22][CH:23]=2)[CH:7]=1)([O-:10])=[O:9]. Procedure details: Using 2-amino-4-nitrophenol and 5-(4-nitrophenyl)furan-2-carbaldehyde, 4.10 g of 4-nitro-2-{[5-(4-nitrophenyl)furan-2-yl]methyleneamino}phenol were obtained as a yellow powder (yield 97%). The reactants are CCOC(=O)c1cnc2ccc(OC)cc2c1O, Cc1ccccc1, O=P(Cl)(Cl)Cl. Yields the product CCOC(=O)c1cnc2ccc(OC)cc2c1Cl. RXN SMILES: [CH3:1][O:2][c:3]1[cH:4][c:5]2[c:6]([OH:18])[c:7]([C:13](=[O:14])[O:15][CH2:16][CH3:17])[cH:8][n:9][c:10]2[cH:11][cH:12]1.[CH3:24][c:25]1[cH:26][cH:27][cH:28][cH:29][cH:30]1.[P:19]([Cl:20])([Cl:21])([Cl:22])=[O:23]>>[CH3:1][O:2][c:3]1[cH:4][c:5]2[c:6]([Cl:21])[c:7]([C:13](=[O:14])[O:15][CH2:16][CH3:17])[cH:8][n:9][c:10]2[cH:11][cH:12]1.